From a dataset of the Open Reaction Database (ORD), a public repository of structured organic reaction records. describe an organic reaction: reactants, conditions, products, and yield Reactants: ClC=1C=CC=2N(C1)C=C(N2)CN2CCN(CC2)C2=C(C=C(C#N)C=C2)F (4-[4-[(6-Chloroimidazo[1,2-a]pyridin-2-yl)methyl]-1-piperazinyl]-3-fluorobenzonitrile), [OH-].[Na+] (NaOH), C(C)(C)(C)O (tert-butanol). The reagents and catalysts are OO (hydrogen peroxide). Solvent: O (water). Reaction conditions: temperature 90 celsius. Yields the product ClC=1C=CC=2N(C1)C=C(N2)CN2CCN(CC2)C2=C(C=C(C(=O)N)C=C2)F (4-[4-[(6-Chloroimidazo[1,2-a]pyridin-2-yl)methyl]-1-piperazinyl]-3-fluorobenzamide). RXN SMILES: [Cl:1][C:2]1[CH:3]=[CH:4][C:5]2[N:6]([CH:8]=[C:9]([CH2:11][N:12]3[CH2:17][CH2:16][N:15]([C:18]4[CH:25]=[CH:24][C:21]([C:22]#[N:23])=[CH:20][C:19]=4[F:26])[CH2:14][CH2:13]3)[N:10]=2)[CH:7]=1.[OH-].[Na+].C([OH:33])(C)(C)C>OO.O>[Cl:1][C:2]1[CH:3]=[CH:4][C:5]2[N:6]([CH:8]=[C:9]([CH2:11][N:12]3[CH2:17][CH2:16][N:15]([C:18]4[CH:25]=[CH:24][C:21]([C:22]([NH2:23])=[O:33])=[CH:20][C:19]=4[F:26])[CH2:14][CH2:13]3)[N:10]=2)[CH:7]=1 |f:1.2|. Procedure: A mixture of 4-[4-[(6-chloroimidazo[1,2-a]pyridin-2-yl)methyl]-1-piperazinyl]-3-fluorobenzonitrile (Example 38; 0.298 g), pulverized NaOH (0.159 g), tert-butanol (3 mL), and 5 drops of 30% hydrogen peroxide in water is heated at 90° C. for 5.5 h. The mixture is then concentrated under reduced pressure and the resulting solids are slurried in water, collected by filtration, and washed and dried under reduced pressure. The solids are then crystallized from dichloromethane/methanol to give 0.180 g ... The reactants are FS(=O)(=O)CCNC1=C(C=CC(=C1)NC(C)=O)C (2-Fluorosulfonylethyl-2-methyl-5-acetamidoaniline), [OH-].[K+] (potassium hydroxide). The solvent is O (water). Product: [K]C(CNC1=C(C=CC(=C1)NC(C)=O)C)S(=O)(=O)O (N-(2-Potassiosulfoethyl)-2-methyl-5-acetamido aniline). As a reaction SMILES: F[S:2]([CH2:5][CH2:6][NH:7][C:8]1[CH:13]=[C:12]([NH:14][C:15](=[O:17])[CH3:16])[CH:11]=[CH:10][C:9]=1[CH3:18])(=[O:4])=[O:3].[OH-:19].[K+:20]>O>[K:20][CH:5]([S:2]([OH:19])(=[O:4])=[O:3])[CH2:6][NH:7][C:8]1[CH:13]=[C:12]([NH:14][C:15](=[O:17])[CH3:16])[CH:11]=[CH:10][C:9]=1[CH3:18] |f:1.2|. Reported procedure: N-(2-Fluorosulfonylethyl-2-methyl-5-acetamidoaniline (13.7 g, 0.05 m) is stirred with water (100 ml.) and potassium hydroxide (5.0 g) at room temperature for 2 hrs. when thin-layer chromatography shows reaction to be complete. The aqueous solution is used in the coupling reaction without further isolation. Reactants: N#CCCCCCCBr, CC(C)(C)c1cc(O)cc(C(C)(C)C)c1, CN(C)C=O, [Na+], [OH-]. Product: CC(C)(C)c1cc(OCCCCCCC#N)cc(C(C)(C)C)c1. As a reaction SMILES: [Br:16][CH2:17][CH2:18][CH2:19][CH2:20][CH2:21][CH2:22][C:23]#[N:24].[C:1]([CH3:2])([CH3:3])([CH3:4])[c:5]1[cH:6][c:7]([OH:15])[cH:8][c:9]([C:11]([CH3:12])([CH3:13])[CH3:14])[cH:10]1.[CH3:27][N:28]([CH3:29])[CH:30]=[O:31].[Na+:26].[OH-:25]>>[C:1]([CH3:2])([CH3:3])([CH3:4])[c:5]1[cH:6][c:7]([O:15][CH2:17][CH2:18][CH2:19][CH2:20][CH2:21][CH2:22][C:23]#[N:24])[cH:8][c:9]([C:11]([CH3:12])([CH3:13])[CH3:14])[cH:10]1.